From a dataset of the Open Reaction Database (ORD), a public repository of structured organic reaction records. describe an organic reaction: reactants, conditions, products, and yield Starting materials: C1CCOC1, OC1CCCN(Cc2ccccc2)C1, CCCC[N+](CCCC)(CCCC)CCCC, CCOC(C)=O, CCc1ccc(-c2c(I)oc3ncnc(Cl)c23)cc1, [H-], [I-], [Na+], O. The product is CCc1ccc(-c2c(I)oc3ncnc(OC4CCCN(Cc5ccccc5)C4)c23)cc1. Reaction SMILES: [CH2:37]1[O:38][CH2:39][CH2:40][CH2:41]1.[CH2:3]([c:4]1[cH:5][cH:6][cH:7][cH:8][cH:9]1)[N:10]1[CH2:11][CH:12]([OH:16])[CH2:13][CH2:14][CH2:15]1.[CH2:43]([N+:44]([CH2:45][CH2:46][CH2:47][CH3:48])([CH2:49][CH2:50][CH2:51][CH3:52])[CH2:53][CH2:54][CH2:55][CH3:56])[CH2:57][CH2:58][CH3:59].[CH3:60][CH2:61][O:62][C:63](=[O:64])[CH3:65].[Cl:17][c:18]1[c:19]2[c:20]([n:21][cH:22][n:23]1)[o:24][c:25]([I:35])[c:26]2-[c:27]1[cH:28][cH:29][c:30]([CH2:33][CH3:34])[cH:31][cH:32]1.[H-:1].[I-:42].[Na+:2].[OH2:36]>>[CH2:3]([c:4]1[cH:5][cH:6][cH:7][cH:8][cH:9]1)[N:10]1[CH2:11][CH:12]([O:16][c:18]2[c:19]3[c:20]([n:21][cH:22][n:23]2)[o:24][c:25]([I:35])[c:26]3-[c:27]2[cH:28][cH:29][c:30]([CH2:33][CH3:34])[cH:31][cH:32]2)[CH2:13][CH2:14][CH2:15]1. RXN SMILES: [NH2:1][c:2]1[cH:3][c:4]2[cH:5][c:6]([Br:13])[cH:7][n:8][c:9]2[c:10]([Br:12])[cH:11]1.[Na+:15].[OH-:14].[P:16](=[O:17])([OH:18])([OH:19])[OH:20]>>[c:2]1([OH:14])[cH:3][c:4]2[cH:5][c:6]([Br:13])[cH:7][n:8][c:9]2[c:10]([Br:12])[cH:11]1. The reactants are Nc1cc(Br)c2ncc(Br)cc2c1, [Na+], [OH-], O=P(O)(O)O. Product: Oc1cc(Br)c2ncc(Br)cc2c1.